Dataset: the Open Reaction Database (ORD), a public repository of structured organic reaction records. Task: describe an organic reaction: reactants, conditions, products, and yield Procedure: To a mixture of dichloromethane (32.6 mg) and a mixture (33.1 mg) of (3S,4S)-3-[(1R)-1-(tertbutyldimethylsilyloxy)ethyl]-4-[(1R)-1-{(methylthio)thiocarbonyl}ethyl]-2-oxoazetidine and (3S,4S)-3-[(1R)-1-(tert-butyldimethylsilyloxy)ethyl]-4-[(1S)-1-{(methylthio)thiocarbonyl}ethyl]-2-oxoazetidine were added triethylamine (30.4 mg) and allyl chloroglyoxylate (32.6 mg) successively at 0° C. After stirring for 10 minutes at the same temperature, the solution was washed with water, 1N hydrochloric acid,... Yield: 52.5%. RXN SMILES: ClCCl.[C:4]([Si:8]([CH3:24])([CH3:23])[O:9][C@@H:10]([C@@H:12]1[C@@H:15]([C@H:16]([C:18]([S:20][CH3:21])=[S:19])[CH3:17])[NH:14][C:13]1=[O:22])[CH3:11])([CH3:7])([CH3:6])[CH3:5].[Si](O[C@@H]([C@@H]1[C@@H]([C@@H](C(SC)=S)C)NC1=O)C)(C(C)(C)C)(C)C.Cl[C:47](=[O:54])[C:48]([O:50][CH2:51][CH:52]=[CH2:53])=[O:49]>C(N(CC)CC)C>[CH2:51]([O:50][C:48](=[O:49])[C:47]([N:14]1[C@H:15]([C@H:16]([C:18]([S:20][CH3:21])=[S:19])[CH3:17])[C@@H:12]([C@H:10]([O:9][Si:8]([C:4]([CH3:6])([CH3:7])[CH3:5])([CH3:23])[CH3:24])[CH3:11])[C:13]1=[O:22])=[O:54])[CH:52]=[CH2:53]. Reaction conditions: time 10 minute. Yields the product C(C=C)OC(C(=O)N1C([C@@H]([C@H]1[C@@H](C)C(=S)SC)[C@@H](C)O[Si](C)(C)C(C)(C)C)=O)=O ((3S,4S)-1-(allyloxyoxalyl)-3-[(1R)-1-(tert-butyldimethylsilyloxy)ethyl]-4-[(1R)-1-{(methylthio)thiocarbonyl}ethyl]-2-oxoazetidine). The reactants are ClCCl (dichloromethane), C(C)(C)(C)[Si](O[C@H](C)[C@H]1C(N[C@@H]1[C@@H](C)C(=S)SC)=O)(C)C ((3S,4S)-3-[(1R)-1-(tertbutyldimethylsilyloxy)ethyl]-4-[(1R)-1-{(methylthio)thiocarbonyl}ethyl]-2-oxoazetidine), [Si](C)(C)(C(C)(C)C)O[C@H](C)[C@H]1C(N[C@@H]1[C@H](C)C(=S)SC)=O ((3S,4S)-3-[(1R)-1-(tert-butyldimethylsilyloxy)ethyl]-4-[(1S)-1-{(methylthio)thiocarbonyl}ethyl]-2-oxoazetidine), ClC(C(=O)OCC=C)=O (allyl chloroglyoxylate). The solvent is C(C)N(CC)CC (triethylamine). Starting materials: OC1=CC(OC(C1)(CCC1=CC=C(C=C1)O)CCC1=CC=C(C=C1)O)=O (4-hydroxy-6,6-bis-[2-(4-hydroxy-phenyl)-ethyl]-5,6-dihydro-pyran-2-one), CN(C)C=O (DMF), C(C)(C)(C)C1=C(C=C(C(=C1)OCCO[Si](C)(C)C(C)(C)C)C)SS(=O)(=O)C1=CC=C(C=C1)C (toluene-4-thiosulfonic acid S-{2-tert-butyl-4-[2-(tert-butyl-dimethyl-silanyloxy)-ethoxy]-5-methyl-phenyl} ester), C(=O)([O-])[O-].[K+].[K+] (K2CO3). Run in CO (MeOH), Cl (HCl). Product: C(C)(C)(C)C1=C(C=C(C(=C1)OCCO)C)SC=1C(OC(CC1O)(CCC1=CC=C(C=C1)O)CCC1=CC=C(C=C1)O)=O (3-[2-tert-Butyl-4-(2-hydroxy-ethoxy)-5-methyl-phenylsulfanyl]-4-hydroxy-6,6-bis-[2-(4-hydroxy-phenyl)-ethyl]-5,6-dihydro-pyran-2-one). As a reaction SMILES: [OH:1][C:2]1[CH2:7][C:6]([CH2:17][CH2:18][C:19]2[CH:24]=[CH:23][C:22]([OH:25])=[CH:21][CH:20]=2)([CH2:8][CH2:9][C:10]2[CH:15]=[CH:14][C:13]([OH:16])=[CH:12][CH:11]=2)[O:5][C:4](=[O:26])[CH:3]=1.[C:27]([C:31]1[CH:36]=[C:35]([O:37][CH2:38][CH2:39][O:40][Si](C(C)(C)C)(C)C)[C:34]([CH3:48])=[CH:33][C:32]=1[S:49]S(C1C=CC(C)=CC=1)(=O)=O)([CH3:30])([CH3:29])[CH3:28].C([O-])([O-])=O.[K+].[K+].CN(C=O)C>CO.Cl>[C:27]([C:31]1[CH:36]=[C:35]([O:37][CH2:38][CH2:39][OH:40])[C:34]([CH3:48])=[CH:33][C:32]=1[S:49][C:3]1[C:4](=[O:26])[O:5][C:6]([CH2:17][CH2:18][C:19]2[CH:20]=[CH:21][C:22]([OH:25])=[CH:23][CH:24]=2)([CH2:8][CH2:9][C:10]2[CH:11]=[CH:12][C:13]([OH:16])=[CH:14][CH:15]=2)[CH2:7][C:2]=1[OH:1])([CH3:30])([CH3:29])[CH3:28] |f:2.3.4|. Procedure: The title compound was synthesized using General Method 9 using 0.07 g (2 mmol) of 4-hydroxy-6,6-bis-[2-(4-hydroxy-phenyl)-ethyl]-5,6-dihydro-pyran-2-one (prepared in Example PP), 1.00 g (2 mmol) of toluene-4-thiosulfonic acid S-{2-tert-butyl-4-[2-(tert-butyl-dimethyl-silanyloxy)-ethoxy]-5-methyl-phenyl} ester (prepared in Example PPP), 1.06 g (8 mmol) K2CO3, and DMF (5 mL). The solid which was obtained was then dissolved in 20 mL MeOH and 2 mL of 1N HCl. After 15 minutes the reaction was concen...